From a dataset of the Open Reaction Database (ORD), a public repository of structured organic reaction records. describe an organic reaction: reactants, conditions, products, and yield Reaction SMILES: [F:1][CH2:2][CH2:3][CH2:4][CH2:5][CH2:6][CH2:7][CH2:8][CH2:9][CH2:10][CH2:11][CH2:12][CH:13]=[CH:14][C:15]([OH:17])=[O:16].Cl>CO.[Pd]>[F:1][CH2:2][CH2:3][CH2:4][CH2:5][CH2:6][CH2:7][CH2:8][CH2:9][CH2:10][CH2:11][CH2:12][CH2:13][CH2:14][C:15]([OH:17])=[O:16]. The yield is 75.1%. Starting materials: methyl ester, FCCCCCCCCCCCC=CC(=O)O (14-fluoro-2-tetradecenoic acid), Cl (hydrochloric acid). Reagents/catalysts: [Pd] (palladium/carbon). Procedure details: The methyl ester of 14-fluoro-2-tetradecenoic acid (3.3 g) was dissolved in methanol (20 ml), in which 10% palladium/carbon (0.9 g) was suspended, and a 10% methanolic hydrochloric acid solution (2 ml) was added. The mixture was stirred under hydrogen atmosphere for 12 hours. The reaction mixture was filtered, and a large amount of chloroform was added to the filtrate. The chloroform layer was washed with a saturated aqueous sodium hydrogen carbonate solution and water. The organic layer was dri... Run at time 12 hour. Yields the product methyl ester, FCCCCCCCCCCCCCC(=O)O (14-fluorotetradecanoic acid). Solvent: CO (methanol). Reactants: CN(C)C=O, O=C(O)c1c(Cl)cncc1Cl, ClCCCl, O=S(Cl)Cl. Product: O=C(Cl)c1c(Cl)cncc1Cl. As a reaction SMILES: [CH3:16][N:17]([CH3:18])[CH:19]=[O:20].[Cl:1][c:2]1[cH:3][n:4][cH:5][c:6]([Cl:11])[c:7]1[C:8](=[O:9])[OH:10].[Cl:21][CH2:22][CH2:23][Cl:24].[S:12]([Cl:13])([Cl:14])=[O:15]>>[Cl:1][c:2]1[cH:3][n:4][cH:5][c:6]([Cl:11])[c:7]1[C:8](=[O:9])[Cl:14]. The reactants are CCOCCN, CC(C)O, OCC1CO1. The product is CCOCCNCC(O)CO. RXN SMILES: [CH2:6]([CH3:7])[O:8][CH2:9][CH2:10][NH2:11].[CH:12]([OH:13])([CH3:14])[CH3:15].[CH:1]1([CH2:2][OH:3])[CH2:4][O:5]1>>[CH:1]([CH2:2][OH:3])([CH2:4][NH:11][CH2:10][CH2:9][O:8][CH2:6][CH3:7])[OH:5]. As a reaction SMILES: [CH3:22][Si:23]([CH3:24])([CH3:25])[O-:26].[CH3:28][CH2:29][O:30][C:31](=[O:32])[CH3:33].[Cl:1][c:2]1[cH:3][c:4]2[c:5](-[c:16]3[cH:17][cH:18][cH:19][cH:20][cH:21]3)[c:6]([C:11](=[S:12])[O:13][CH2:14][CH3:15])[nH:7][c:8]2[cH:9][cH:10]1.[ClH:34].[K+:27].[O:35]1[CH2:36][CH2:37][CH2:38][CH2:39]1>>[Cl:1][c:2]1[cH:3][c:4]2[c:5](-[c:16]3[cH:17][cH:18][cH:19][cH:20][cH:21]3)[c:6]([C:11](=[S:12])[OH:13])[nH:7][c:8]2[cH:9][cH:10]1. Product: OC(=S)c1[nH]c2ccc(Cl)cc2c1-c1ccccc1. Reactants: C[Si](C)(C)[O-], CCOC(C)=O, CCOC(=S)c1[nH]c2ccc(Cl)cc2c1-c1ccccc1, Cl, [K+], C1CCOC1. Reactants: NaIO4, [C@@H]1([C@H](CCCCCC1)O)O (cis-1,2-cyclo-octanediol). Solvent: ClCCl (dichloromethane), ClCCl (dichloromethane). The product is C(CCCCCCC=O)=O (Suberaldehyde). Reaction SMILES: [C@@H:1]1([OH:10])[CH2:8][CH2:7][CH2:6][CH2:5][CH2:4][CH2:3][C@@H:2]1[OH:9]>ClCCl>[CH:1](=[O:10])[CH2:8][CH2:7][CH2:6][CH2:5][CH2:4][CH2:3][CH:2]=[O:9]. Procedure: 262 ml of aqueous NaIO4 was added drop wise to a vigorously stirred suspension of 105 g chromatographic grade silica gel in 500 ml dichloromethane whereby a white suspension was formed. To the suspension a solution of 6.1 g cis-1,2-cyclo-octanediol in 100 ml dichloromethane was added. The reaction mixture was stirred over night at room temperature, after which the mixture was filtered whereby the residue was washed 3 times with 100 ml dichloromethane. Finally the filtrate was dried over NaSO4, a... Starting materials: C1CCOC1, CCOC(C)=O, NN, O, O=C1C(N2C(=O)c3ccccc3C2=O)N=C(c2ccccc2F)c2ccccc2N1Cc1nc2ccccc2s1. Yields the product NC1N=C(c2ccccc2F)c2ccccc2N(Cc2nc3ccccc3s2)C1=O. Reaction SMILES: [CH2:50]1[O:51][CH2:52][CH2:53][CH2:54]1.[CH3:44][CH2:45][O:46][C:47](=[O:48])[CH3:49].[NH2:42][NH2:43].[OH2:41].[s:1]1[c:2]([CH2:10][N:11]2[C:12](=[O:40])[CH:13]([N:29]3[C:30](=[O:31])[c:32]4[cH:33][cH:34][cH:35][cH:36][c:37]4[C:38]3=[O:39])[N:14]=[C:15]([c:22]3[c:23]([F:28])[cH:24][cH:25][cH:26][cH:27]3)[c:16]3[c:17]2[cH:18][cH:19][cH:20][cH:21]3)[n:3][c:4]2[c:5]1[cH:6][cH:7][cH:8][cH:9]2>>[s:1]1[c:2]([CH2:10][N:11]2[C:12](=[O:40])[CH:13]([NH2:29])[N:14]=[C:15]([c:22]3[c:23]([F:28])[cH:24][cH:25][cH:26][cH:27]3)[c:16]3[c:17]2[cH:18][cH:19][cH:20][cH:21]3)[n:3][c:4]2[c:5]1[cH:6][cH:7][cH:8][cH:9]2. Run in N1CCCCC1 (piperidine). As a reaction SMILES: [CH2:1]([O:8][N:9]1[C:18](=[O:19])[C:17]2[CH:20]=[CH:21][C:22](Br)=[C:15]3[C:16]=2[C:11](=[CH:12][CH:13]=[CH:14]3)[C:10]1=[O:24])[C:2]1[CH:7]=[CH:6][CH:5]=[CH:4][CH:3]=1.[CH2:25]1[CH2:35][CH2:34][N:33]2C(=NC[CH2:31][CH2:32]2)CC1>N1CCCCC1>[CH2:1]([O:8][N:9]1[C:18](=[O:19])[C:17]2[CH:20]=[CH:21][C:22]([N:33]3[CH2:32][CH2:31][CH2:25][CH2:35][CH2:34]3)=[C:15]3[C:16]=2[C:11](=[CH:12][CH:13]=[CH:14]3)[C:10]1=[O:24])[C:2]1[CH:7]=[CH:6][CH:5]=[CH:4][CH:3]=1. Reactants: C(C1=CC=CC=C1)ON1C(C2=CC=CC=3C2=C(C1=O)C=CC3Br)=O (2-Benzyloxy-6-bromo-benzo[de]isoquinoline-1,3-dione), C1CCC2=NCCCN2CC1 (DBU). Yields the product C(C1=CC=CC=C1)ON1C(C2=CC=CC=3C2=C(C1=O)C=CC3N3CCCCC3)=O (2-benzyloxy-6-(piperidin-1-yl)-benzo[de]isoquinoline-1,3-dione). Procedure: 2-Benzyloxy-6-bromo-benzo[de]isoquinoline-1,3-dione (0.8 g, 2.1 mmol, from Example M) was reacted in piperidine (3.0 mL) in the presence of DBU (0.05 mL) following the procedure of Example 18 to give 0.8 g of 2-benzyloxy-6-(piperidin-1-yl)-benzo[de]isoquinoline-1,3-dione. Hydrogenation of 2-benzyloxy-6-(piperidin-1-yl)-benzo[de]isoquinoline-1,3-dione (0.4 g, 1.0 mmol) in the presence of 10% Pd/C (0.2 g) in DMA (30 mL) afforded 0.28 g of the title compound, mp 222-224° C.; Starting materials: C(#N)C1=C(N(C2=NC(=CC(=C21)C)C)[C@H]2CCCC1=CC=CC=C21)/C=C/C(=O)O ((2E)-3-{3-cyano-4,6-dimethyl-1-[(1S)-1,2,3,4-tetrahydronaphthalen-1-yl]-1H-pyrrolo[2,3-b]pyridin-2-yl}prop-2-enoic acid), C(C(=O)Cl)(=O)Cl (oxalylchloride), COC1=CC(=CC=C1)N (m-anisidine), N1=CC=CC=C1 (pyridine). Solvent: C1CCOC1 (THF), CN(C)C=O (DMF), O (water), C1CCOC1 (THF). Conditions: time 1 hour. Yields the product C(#N)C1=C(N(C2=NC(=CC(=C21)C)C)[C@H]2CCCC1=CC=CC=C21)/C=C/C(=O)NC2=CC(=CC=C2)OC ((2E)-3-{3-cyano-4,6-dimethyl-1-[(1S)-1,2,3,4-tetrahydronaphthalen-1-yl]-1H-pyrrolo[2,3-b]pyridin-2-yl}-N-(3-methoxyphenyl)prop-2-enamide). RXN SMILES: [C:1]([C:3]1[C:11]2[C:6](=[N:7][C:8]([CH3:13])=[CH:9][C:10]=2[CH3:12])[N:5]([C@@H:14]2[C:23]3[C:18](=[CH:19][CH:20]=[CH:21][CH:22]=3)[CH2:17][CH2:16][CH2:15]2)[C:4]=1/[CH:24]=[CH:25]/[C:26](O)=[O:27])#[N:2].C(Cl)(=O)C(Cl)=O.[CH3:35][O:36][C:37]1[CH:42]=[CH:41][CH:40]=[C:39]([NH2:43])[CH:38]=1.N1C=CC=CC=1>C1COCC1.O.CN(C=O)C>[C:1]([C:3]1[C:11]2[C:6](=[N:7][C:8]([CH3:13])=[CH:9][C:10]=2[CH3:12])[N:5]([C@@H:14]2[C:23]3[C:18](=[CH:19][CH:20]=[CH:21][CH:22]=3)[CH2:17][CH2:16][CH2:15]2)[C:4]=1/[CH:24]=[CH:25]/[C:26]([NH:43][C:39]1[CH:40]=[CH:41][CH:42]=[C:37]([O:36][CH3:35])[CH:38]=1)=[O:27])#[N:2]. Procedure: To a solution of (2E)-3-{3-cyano-4,6-dimethyl-1-[(1S)-1,2,3,4-tetrahydronaphthalen-1-yl]-1H-pyrrolo[2,3-b]pyridin-2-yl}prop-2-enoic acid (300 mg, 0.808 mmol) in THF (3 ml) were added DMF (0.03 ml) and oxalylchloride (0.0846 ml, 0.970 mmol), the mixture was stirred at room temperature for 1 hour and the solvent was distilled off under reduced pressure. The residue was added under ice-cooling to a solution of m-anisidine (0.182 ml, 1.62 mmol), pyridine (0.262 ml, 3.24 mmol) and THF (3 ml), and the...